This data is from the Open Reaction Database (ORD), a public repository of structured organic reaction records. The task is: describe an organic reaction: reactants, conditions, products, and yield The reactants are O=c1[nH]cnc2ccc(F)cc12, CN(C)C=O, O=S(Cl)Cl. Yields the product Fc1ccc2ncnc(Cl)c2c1. As a reaction SMILES: [F:1][c:2]1[cH:3][c:4]2[c:5](=[O:12])[nH:6][cH:7][n:8][c:9]2[cH:10][cH:11]1.[O:17]=[CH:18][N:19]([CH3:20])[CH3:21].[S:13]([Cl:14])([Cl:15])=[O:16]>>[F:1][c:2]1[cH:3][c:4]2[c:5]([Cl:15])[n:6][cH:7][n:8][c:9]2[cH:10][cH:11]1. Starting materials: [N+](=O)([O-])C1=C(C=CC(=C1)C(F)(F)F)NC1=CC=C(OC(C=CC(=O)O)C)C=C1 (4-(4-(2-nitro-4-(trifluoromethyl)phenylamino)phenoxy)-2-pentenoic acid), [H][H] (hydrogen). Solvent: O1CCCC1 (tetrahydrofuran). Yields the product NC1=C(C=CC(=C1)C(F)(F)F)NC1=CC=C(OC(CCC(=O)O)C)C=C1 (4-(4-(2-amino-4-(trifluoromethyl)phenylamino)phenoxy)pentanoic acid). RXN SMILES: [N+:1]([C:4]1[CH:9]=[C:8]([C:10]([F:13])([F:12])[F:11])[CH:7]=[CH:6][C:5]=1[NH:14][C:15]1[CH:28]=[CH:27][C:18]([O:19][CH:20]([CH3:26])[CH:21]=[CH:22][C:23]([OH:25])=[O:24])=[CH:17][CH:16]=1)([O-])=O.[H][H]>O1CCCC1>[NH2:1][C:4]1[CH:9]=[C:8]([C:10]([F:13])([F:12])[F:11])[CH:7]=[CH:6][C:5]=1[NH:14][C:15]1[CH:16]=[CH:17][C:18]([O:19][CH:20]([CH3:26])[CH2:21][CH2:22][C:23]([OH:25])=[O:24])=[CH:27][CH:28]=1. Procedure: 12D, in solution in tetrahydrofuran, was placed on a Parr shaker and treated with hydrogen (40 psi hydrogen pressure, Parr shaker, 10% palladium-on-charcoal catalyst) to give 4-(4-(2-amino-4-(trifluoromethyl)phenylamino)phenoxy)pentanoic acid (12E), as an oil. The reactants are CON=C(C(=O)OC)C1=C(C=CC=C1)CBr (2-(bromomethyl)phenylglyoxylic acid methyl ester O-methyloxime), FC1=C(C(=CC=C1)F)C1(CC1)C(=O)O (1-(2,6-difluorophenyl )-cyclopropanecarboxylic acid), FC1=C(C(=CC=C1)F)C1(CC1)C(=O)O (2,6-difluorophenylcyclopropanecarboxylic acid), C(C)O (ethanol), [OH-].[K+] (potassium hydroxide), [K] (potassium), C(C)(C)OC(C)C (diisopropyl ether). The solvent is CN1C(CCC1)=O (N-methylpyrrolidone). Yields the product CON=C(C(=O)OC)C1=C(C=CC=C1)C(C1=C(C=CC=C1F)F)OC(=O)C1CC1 (2-[1-(2,6-Difluorophenyl)-cyclopropylcarbonyloxymethyl]-phenylglyoxylic acid methyl ester O-methyloxime). Isolated yield 85.0%. RXN SMILES: [F:1][C:2]1[CH:7]=[CH:6][CH:5]=[C:4]([F:8])[C:3]=1[C:9]1(C(O)=O)[CH2:11][CH2:10]1.[OH-:15].[K+].[K].[CH3:18][O:19][N:20]=[C:21]([C:26]1[CH:31]=[CH:30][CH:29]=CC=1CBr)[C:22]([O:24][CH3:25])=[O:23].C(O[CH:38]([CH3:40])[CH3:39])(C)C.[CH2:41]([OH:43])C>CN1CCCC1=O>[CH3:18][O:19][N:20]=[C:21]([C:26]1[CH:31]=[CH:30][CH:29]=[CH:10][C:11]=1[CH:9]([O:15][C:41]([CH:38]1[CH2:40][CH2:39]1)=[O:43])[C:3]1[C:4]([F:8])=[CH:5][CH:6]=[CH:7][C:2]=1[F:1])[C:22]([O:24][CH3:25])=[O:23] |f:1.2,^1:16|. Reported procedure: A method similar to Example 2 was used and 11.8 g (60 mmol) of 1-(2,6-difluorophenyl )-cyclopropanecarboxylic acid, prepared according to Example 8b and dissolved in 60 ml of ethanol, were converted with 3.6 g (64 mmol) of potassium hydroxide to the potassium salt of 2,6-difluorophenylcyclopropanecarboxylic acid, and said salt was then reacted, at 90° C., in 100 ml of N-methylpyrrolidone, with 13.3 g (47 mmol) of 2-(bromomethyl)phenylglyoxylic acid methyl ester O-methyloxime. The resulting oily ... Reactants: C(C)(=O)OCC(=O)C1=CC=C(C=C1)[N+](=O)[O-] (4-nitro-phenacyl acetate), C(#N)NC(=N)N (1-cyano-guanidine), Cl (hydrochloric acid). Run in O1CCOCC1 (dioxane). Conditions: time 3 day. Product: Cl.N(C(=N)N)C=1OC=C(N1)C1=CC=C(C=C1)[N+](=O)[O-] (2-Guanidino-4-(4-nitro-phenyl)-oxazole hydrochloride). RXN SMILES: C([O:4][CH2:5][C:6]([C:8]1[CH:13]=[CH:12][C:11]([N+:14]([O-:16])=[O:15])=[CH:10][CH:9]=1)=O)(=O)C.[C:17]([NH:19][C:20]([NH2:22])=[NH:21])#[N:18].[ClH:23]>O1CCOCC1>[ClH:23].[NH:19]([C:17]1[O:4][CH:5]=[C:6]([C:8]2[CH:9]=[CH:10][C:11]([N+:14]([O-:16])=[O:15])=[CH:12][CH:13]=2)[N:18]=1)[C:20]([NH2:22])=[NH:21] |f:4.5|. Reported procedure: A solution of 90 gm of 4-nitro-phenacyl acetate and 33.9 gm of 1-cyano-guanidine in 200 ml of dioxane and 20 ml of 5N hydrochloric acid was stirred for 2 days at room temperature. A first crop of the product was filtered off; the solution, after the addition of another 40 ml of 5N hydrochloric acid, was stirred for 3 days and furnished a second crop of the product. The total yield of the title compound was 46 gm, m.p. >285° C. Starting materials: CC(=O)OC(C)=O, COc1ccc2c(c1)CC(N)CC2. Yields the product COc1ccc2c(c1)CC(NC(C)=O)CC2. RXN SMILES: [CH3:14][C:15](=[O:16])[O:17][C:18](=[O:19])[CH3:20].[CH3:1][O:2][c:3]1[cH:4][cH:5][c:6]2[c:11]([cH:12]1)[CH2:10][CH:9]([NH2:13])[CH2:8][CH2:7]2>>[CH3:1][O:2][c:3]1[cH:4][cH:5][c:6]2[c:11]([cH:12]1)[CH2:10][CH:9]([NH:13][C:15]([CH3:14])=[O:16])[CH2:8][CH2:7]2.